From a dataset of the Open Reaction Database (ORD), a public repository of structured organic reaction records. describe an organic reaction: reactants, conditions, products, and yield Reactants: FC(C(F)F)(OC1=CC=C(C=C1)N=C=O)F (4-(1,1,2,2-tetrafluoroethoxy)phenylisocyanate), ClC1=CC=C(C=C1)C1=NNCC1C1=CC=CC=C1 (3-(4-chlorophenyl)-4-phenyl-2-pyrazoline). Run in petroleum ether, C(C)OCC (diethyl ether). Conditions: time 3 hour. Product: FC(C(F)F)(OC1=CC=C(C=C1)NC(=O)N1N=C(C(C1)C1=CC=CC=C1)C1=CC=C(C=C1)Cl)F (1-[4-(1,1,2,2-tetrafluoroethoxy)phenylcarbamoyl]-3-(4-chlorophenyl)-4-phenyl-2-pyrazoline). Reaction SMILES: [F:1][C:2]([F:16])([O:6][C:7]1[CH:12]=[CH:11][C:10]([N:13]=[C:14]=[O:15])=[CH:9][CH:8]=1)[CH:3]([F:5])[F:4].[Cl:17][C:18]1[CH:23]=[CH:22][C:21]([C:24]2[CH:28]([C:29]3[CH:34]=[CH:33][CH:32]=[CH:31][CH:30]=3)[CH2:27][NH:26][N:25]=2)=[CH:20][CH:19]=1>C(OCC)C>[F:1][C:2]([F:16])([O:6][C:7]1[CH:12]=[CH:11][C:10]([NH:13][C:14]([N:26]2[CH2:27][CH:28]([C:29]3[CH:30]=[CH:31][CH:32]=[CH:33][CH:34]=3)[C:24]([C:21]3[CH:20]=[CH:19][C:18]([Cl:17])=[CH:23][CH:22]=3)=[N:25]2)=[O:15])=[CH:9][CH:8]=1)[CH:3]([F:4])[F:5]. Procedure details: 1.7 g of 4-(1,1,2,2-tetrafluoroethoxy)phenylisocyanate were added, while stirring, to a suspension of 1.8 g of 3-(4-chlorophenyl)-4-phenyl-2-pyrazoline in 40 ml of dry diethyl ether. After stirring at room temperature for approximately 1 hour 40 ml of petroleum ether (40-60) were added to the reaction mixture, after which stirring at room temperature was continued for another 3 hours. The precipitate formed was sucked off and washed with petroleum ether (40-60). The desired product was obtained ... Reactants: COc2nc(OC)nc(Oc1ccc(C#N)cc1)n2 (substrate), CCOC(=O)c1ccc(B(O)O)cc1 (effective_coupling_partner). Conditions: temperature 110 celsius, time 24 hour. The product is CCOC(=O)c2ccc(c1ccc(C#N)cc1)cc2. Reagents/catalysts: dppf.